The task is: describe an organic reaction: reactants, conditions, products, and yield. This data is from the Open Reaction Database (ORD), a public repository of structured organic reaction records. Reactants: BrC=1C=C2C(=NC1)NC(=N2)C2=CC=C(C=C2)O (4-(6-bromo-3H-imidazo[4,5-b]pyridin-2-yl)phenol), BrCCCN1C(C2=CC=CC=C2C1=O)=O (2-(3-bromopropyl)-1H-isoindole-1,3 (2H)-dione). Yields the product BrC=1C=C2C(=NC1)NC(=N2)C2=CC=C(OCCCN1C(C3=CC=CC=C3C1=O)=O)C=C2 (2-{3-[4-(6-Bromo-3H-imidazo[4,5-b]pyridin-2-yl)phenoxy]propyl}-1H-isoindole-1.3 (2H)-dione). Reaction SMILES: [Br:1][C:2]1[CH:3]=[C:4]2[N:10]=[C:9]([C:11]3[CH:16]=[CH:15][C:14]([OH:17])=[CH:13][CH:12]=3)[NH:8][C:5]2=[N:6][CH:7]=1.Br[CH2:19][CH2:20][CH2:21][N:22]1[C:30](=[O:31])[C:29]2[C:24](=[CH:25][CH:26]=[CH:27][CH:28]=2)[C:23]1=[O:32]>>[Br:1][C:2]1[CH:3]=[C:4]2[N:10]=[C:9]([C:11]3[CH:12]=[CH:13][C:14]([O:17][CH2:19][CH2:20][CH2:21][N:22]4[C:30](=[O:31])[C:29]5[C:24](=[CH:25][CH:26]=[CH:27][CH:28]=5)[C:23]4=[O:32])=[CH:15][CH:16]=3)[NH:8][C:5]2=[N:6][CH:7]=1. Procedure details: The title compound was prepared from 4-(6-bromo-3H-imidazo[4,5-b]pyridin-2-yl)phenol and 2-(3-bromopropyl)-1H-isoindole-1,3 (2H)-dione using the method described in Example 41. Reactants: ClCCl (Dichloromethane), C(C)OC(=O)[C@H]1CN(CCC1)CCO\C=C(\C1=C(C=CC=C1)C)/C1=CC(=CC=C1)F (E-(R)-1-[2-[[2-(3-Fluorophenyl)-2-(2-methylphenyl)ethenyl]oxy]ethyl]-3-piperidine carboxylic acid ethyl ester), [OH-].[Na+] (sodium hydroxide), Cl (hydrochloric acid), resultant precipitate. Solvent: C(C)O (ethanol). Conditions: time 5 hour. Product: Cl.FC=1C=C(C=CC1)\C(=C/OCCN1C[C@@H](CCC1)C(=O)O)\C1=C(C=CC=C1)C (E-(R)-1-[2-[[2-(3-Fluorophenyl)-2-(2-methylphenyl) ethenyl]oxy]ethyl]-3-piperidine carboxylic acid hydrochloride). Isolated yield 20.0%. As a reaction SMILES: C([O:3][C:4]([C@@H:6]1[CH2:11][CH2:10][CH2:9][N:8]([CH2:12][CH2:13][O:14]/[CH:15]=[C:16](\[C:24]2[CH:29]=[CH:28][CH:27]=[C:26]([F:30])[CH:25]=2)/[C:17]2[CH:22]=[CH:21][CH:20]=[CH:19][C:18]=2[CH3:23])[CH2:7]1)=[O:5])C.[OH-].[Na+].Cl.[Cl:34]CCl>C(O)C>[ClH:34].[F:30][C:26]1[CH:25]=[C:24](/[C:16](/[C:17]2[CH:22]=[CH:21][CH:20]=[CH:19][C:18]=2[CH3:23])=[CH:15]\[O:14][CH2:13][CH2:12][N:8]2[CH2:9][CH2:10][CH2:11][C@@H:6]([C:4]([OH:5])=[O:3])[CH2:7]2)[CH:29]=[CH:28][CH:27]=1 |f:1.2,6.7|. Reported procedure: Z or E-(R)-1-[2-[[2-(3-Fluorophenyl)-2-(2-methylphenyl)ethenyl]oxy]ethyl]-3-piperidine carboxylic acid ethyl ester (0.50 g, 0.22123 mol) (prepared as described in Method A) (opposite geometric isomer of example 9) was dissolved in ethanol (5 ml) and 12 N sodium hydroxide solution (0.3 ml) was introduced. After stirring the solution at room temperature for 5 h, 37% hydrochloric acid solution was added until the pH was measured as ca. 1. Dichloromethane (250 ml) was introduced, and the resultant p... Starting materials: NC=1SC=CC1C(C1=CC=CC=C1)=O (2-amino-3-benzoylthiophene), C(N)(OCC)=O (ethyl carbamate). The reagents and catalysts are [Cl-].[Zn+2].[Cl-] (zinc chloride). Run at temperature 200 celsius. Yields the product C1(=CC=CC=C1)C=1C2=C(NC(N1)=O)SC=C2 (4-phenyl-1,2-dihydrothieno[2,3-d]pyrimidin-2-one). As a reaction SMILES: [NH2:1][C:2]1[S:3][CH:4]=[CH:5][C:6]=1[C:7](=O)[C:8]1[CH:13]=[CH:12][CH:11]=[CH:10][CH:9]=1.[C:15](=O)([O:17]CC)[NH2:16]>[Cl-].[Zn+2].[Cl-]>[C:8]1([C:7]2[C:6]3[CH:5]=[CH:4][S:3][C:2]=3[NH:1][C:15](=[O:17])[N:16]=2)[CH:13]=[CH:12][CH:11]=[CH:10][CH:9]=1 |f:2.3.4|. Reported procedure: A mixture of 10.0 g of 2-amino-3-benzoylthiophene, 16.57 g of ethyl carbamate and 1.00 g of zinc chloride is heated at 200°C for 1 hour. After cooling, the reaction mixture is washed with chloroform, then with water, and filtered to give a solid of 4-phenyl-1,2-dihydrothieno[2,3-d]pyrimidin-2-one. Recrystallization from a mixture of ethanol and dimethylformamide gives crystals having a melting point of 247° - 249°C. Starting materials: C(C)(C)(C)OC([C@H](CNC(=O)C=1SC(=CC1)CCC(=O)NC(=N)N)NC(=O)OCC1=CC=CC=C1)=O ((2S)-2-Benzyloxycarbonylamino-3-((5-(3-guanidino-3-oxo-propyl)-thiophene-2-carbonyl)-amino)-propionic Acid tert-Butyl Ester), FC(C(=O)O)(F)F (trifluoroacetic acid). Solvent: ClCCl (dichloromethane). The product is C(C1=CC=CC=C1)OC(=O)N[C@H](C(=O)O)CNC(=O)C=1SC(=CC1)CCC(=O)NC(=N)N ((2S)-2-Benzyloxycarbonylamino-3-((5-(3-guanidino-3-oxo-propyl)-thiophene-2-carbonyl)-amino)-propionic Acid). Yield: 23.6%. As a reaction SMILES: C([O:5][C:6](=[O:36])[C@@H:7]([NH:25][C:26]([O:28][CH2:29][C:30]1[CH:35]=[CH:34][CH:33]=[CH:32][CH:31]=1)=[O:27])[CH2:8][NH:9][C:10]([C:12]1[S:13][C:14]([CH2:17][CH2:18][C:19]([NH:21][C:22]([NH2:24])=[NH:23])=[O:20])=[CH:15][CH:16]=1)=[O:11])(C)(C)C.FC(F)(F)C(O)=O>ClCCl>[CH2:29]([O:28][C:26]([NH:25][C@@H:7]([CH2:8][NH:9][C:10]([C:12]1[S:13][C:14]([CH2:17][CH2:18][C:19]([NH:21][C:22]([NH2:24])=[NH:23])=[O:20])=[CH:15][CH:16]=1)=[O:11])[C:6]([OH:36])=[O:5])=[O:27])[C:30]1[CH:31]=[CH:32][CH:33]=[CH:34][CH:35]=1. Reported procedure: 30 mg of the product obtained in step d) were dissolved in 3 ml of dichloromethane. 0.3 ml of trifluoroacetic acid were added, and the mixture was stirred at room temperature. After 3.5 hours the solution was evaporated, the residue was dissolved in 2 ml of glacial acetic acid and again evaporated in vacuo. This procedure was repeated twice. Then the residue was triturated with diethyl ether to give a suspension which, after filtration, gave 6.3 mg of the title compound as a colourless amorphous... The reactants are O=C([O-])[O-], O=C1CCCC(=O)C1, CCC(C)(C)O, C(=NC1CCCCC1)=NC1CCCCC1, COC(=O)c1c(S(C)(=O)=O)ccc(C(=O)O)c1Cl, [K+], [K+]. Yields the product COC(=O)c1c(S(C)(=O)=O)ccc(C(=O)C2C(=O)CCCC2=O)c1Cl. Reaction SMILES: [C:1](=[O:2])([O-:3])[O-:4].[C:40]1(=[O:47])[CH2:41][C:42](=[O:46])[CH2:43][CH2:44][CH2:45]1.[C:48]([OH:49])([CH2:50][CH3:51])([CH3:52])[CH3:53].[CH:7]1([N:8]=[C:9]=[N:10][CH:11]2[CH2:12][CH2:13][CH2:14][CH2:15][CH2:16]2)[CH2:17][CH2:18][CH2:19][CH2:20][CH2:21]1.[Cl:22][c:23]1[c:24]([C:25](=[O:26])[OH:27])[cH:28][cH:29][c:30]([S:36](=[O:37])(=[O:38])[CH3:39])[c:31]1[C:32](=[O:33])[O:34][CH3:35].[K+:5].[K+:6]>>[Cl:22][c:23]1[c:24]([C:25](=[O:27])[CH:41]2[C:40](=[O:47])[CH2:45][CH2:44][CH2:43][C:42]2=[O:46])[cH:28][cH:29][c:30]([S:36](=[O:37])(=[O:38])[CH3:39])[c:31]1[C:32](=[O:33])[O:34][CH3:35].